From a dataset of the Open Reaction Database (ORD), a public repository of structured organic reaction records. describe an organic reaction: reactants, conditions, products, and yield The reactants are OC1CN(CCC1C1=CC=C(C=C1)OCCCOCC1=C(C=CC=C1)OC)C(=O)OC(C)(C)C (tert-butyl 3-hydroxy-4-{4-[3-(2-methoxybenzyloxy)propoxy]phenyl}piperidine-1-carboxylate), BrC=1C=C(CBr)C=CC1 (3-bromobenzyl bromide). The product is BrC=1C=C(COC2CN(CCC2C2=CC=C(C=C2)OCCCOCC2=C(C=CC=C2)OC)C(=O)OC(C)(C)C)C=CC1 (tert-Butyl 3-(3-bromobenzyloxy)-4-{4-[3-(2-methoxybenzyloxy)propoxy]phenyl}piperidine-1-carboxylate). RXN SMILES: [OH:1][CH:2]1[CH:7]([C:8]2[CH:13]=[CH:12][C:11]([O:14][CH2:15][CH2:16][CH2:17][O:18][CH2:19][C:20]3[CH:25]=[CH:24][CH:23]=[CH:22][C:21]=3[O:26][CH3:27])=[CH:10][CH:9]=2)[CH2:6][CH2:5][N:4]([C:28]([O:30][C:31]([CH3:34])([CH3:33])[CH3:32])=[O:29])[CH2:3]1.[Br:35][C:36]1[CH:37]=[C:38]([CH:41]=[CH:42][CH:43]=1)[CH2:39]Br>>[Br:35][C:36]1[CH:37]=[C:38]([CH:41]=[CH:42][CH:43]=1)[CH2:39][O:1][CH:2]1[CH:7]([C:8]2[CH:13]=[CH:12][C:11]([O:14][CH2:15][CH2:16][CH2:17][O:18][CH2:19][C:20]3[CH:25]=[CH:24][CH:23]=[CH:22][C:21]=3[O:26][CH3:27])=[CH:10][CH:9]=2)[CH2:6][CH2:5][N:4]([C:28]([O:30][C:31]([CH3:34])([CH3:33])[CH3:32])=[O:29])[CH2:3]1. Reported procedure: Analogously to Method D, 4.14 g of tert-butyl 3-hydroxy-4-{4-[3-(2-methoxybenzyloxy)propoxy]phenyl}piperidine-1-carboxylate and 2.31 g of 3-bromobenzyl bromide are reacted. The title compound is obtained as a yellowish oil. Rf=0.40 (1:2 EtOAc-heptane); Rt=6.45.